Dataset: the Open Reaction Database (ORD), a public repository of structured organic reaction records. Task: describe an organic reaction: reactants, conditions, products, and yield Reaction SMILES: [Cl:1][C:2]([Cl:47])([Cl:46])[C:3]([O:6][C:7]([N:9]1[CH:14]2[C:15]([C:34]([O:36]CC)=[O:35])=[C:16]([C:18]3[O:22][N:21]=[C:20]([CH2:23][CH2:24][CH2:25][O:26][Si:27]([C:30]([CH3:33])([CH3:32])[CH3:31])([CH3:29])[CH3:28])[CH:19]=3)[CH2:17][CH:10]1[CH2:11][N:12]([C:39]([O:41][C:42]([CH3:45])([CH3:44])[CH3:43])=[O:40])[CH2:13]2)=[O:8])([CH3:5])[CH3:4].[OH-].[Na+].Cl.N1C=CN=C1.CC([Si](Cl)(C)C)(C)C.[NH4+].[Cl-].C([O-])([O-])=O.[K+].[K+]>CCO.CCOC(C)=O.C1COCC1.O.CO>[Cl:47][C:2]([Cl:1])([Cl:46])[C:3]([O:6][C:7]([N:9]1[CH:14]2[C:15]([C:34]([OH:36])=[O:35])=[C:16]([C:18]3[O:22][N:21]=[C:20]([CH2:23][CH2:24][CH2:25][O:26][Si:27]([C:30]([CH3:33])([CH3:32])[CH3:31])([CH3:28])[CH3:29])[CH:19]=3)[CH2:17][CH:10]1[CH2:11][N:12]([C:39]([O:41][C:42]([CH3:45])([CH3:44])[CH3:43])=[O:40])[CH2:13]2)=[O:8])([CH3:5])[CH3:4] |f:1.2,6.7,8.9.10|. The solvent is C1CCOC1 (THF), CCO (EtOH), CCOC(=O)C (EtOAc), O (H2O), CO (MeOH). Reported procedure: A mixture of compound C3 (1.03 g, 1.40 mmol) in EtOH (10 mL) and aq. 1M NaOH (10 mL) was stirred at 80° C. for 5 h. The mixture was allowed to cool to rt, and was then diluted with EtOAc. This mixture was acidified with aq. 1M HCl until a pH between 3 and 4 was obtained. The layers were separated, then the aq. phase was extracted with EtOAc (2×). The combined org. extracts were dried over MgSO4, filtered, and the solvents were removed under reduced pressure. The crude product was dissolved in DM... The reactants are crude product, [NH4+].[Cl-] (NH4Cl), ClC(C(C)(C)OC(=O)N1C2CN(CC1C(=C(C2)C2=CC(=NO2)CCCO[Si](C)(C)C(C)(C)C)C(=O)OCC)C(=O)OC(C)(C)C)(Cl)Cl (7-{3-[3-(tert-Butyldimethylsilanyloxy)propyl]isoxazol-5-yl}-3,9-diazabicyclo[3.3.1]non-6-ene-3,6,9-tricarboxylic acid 3-tert-butyl ester 6-ethyl ester 9-(2,2,2-trichloro-1,1-dimethylethyl)ester), [OH-].[Na+] (NaOH), N1C=NC=C1 (Imidazole), CC(C)(C)[Si](C)(C)Cl (TBDMS-Cl), Cl (HCl), C(=O)([O-])[O-].[K+].[K+] (K2CO3). Yields the product ClC(C(C)(C)OC(=O)N1C2CN(CC1C(=C(C2)C2=CC(=NO2)CCCO[Si](C)(C)C(C)(C)C)C(=O)O)C(=O)OC(C)(C)C)(Cl)Cl (7-{3-[3-(tert-Butyldimethylsilanyloxy)propyl]isoxazol-5-yl}-3,9-diazabicyclo[3.3.1]non-6-ene-3,6,9-tricarboxylic acid 3-tert-butyl ester 9-(2,2,2-trichloro-1,1-dimethylethyl) ester). Reaction conditions: temperature 80 celsius, time 5 hour. Reactants: COC=1C=C2C(=CC=NC2=CC1OC)O (6,7-dimethoxyquinolin-4-ol), FC=1C=C(C=CC1F)[N+](=O)[O-] (3,4-difluoro-nitrobenzene), C([O-])([O-])=O.[Cs+].[Cs+] (cesium carbonate). The solvent is CN(C)C=O (DMF), O (water). Run at temperature 50 celsius. Product: FC1=C(OC2=CC=NC3=CC(=C(C=C23)OC)OC)C=CC(=C1)[N+](=O)[O-] (4-(2-fluoro-4-nitro-phenoxy)-6,7-dimethoxy-quinoline). The yield is 38.8%. Reaction SMILES: [CH3:1][O:2][C:3]1[CH:4]=[C:5]2[C:10](=[CH:11][C:12]=1[O:13][CH3:14])[N:9]=[CH:8][CH:7]=[C:6]2[OH:15].[F:16][C:17]1[CH:18]=[C:19]([N+:24]([O-:26])=[O:25])[CH:20]=[CH:21][C:22]=1F.C(=O)([O-])[O-].[Cs+].[Cs+]>CN(C=O)C.O>[F:16][C:17]1[CH:18]=[C:19]([N+:24]([O-:26])=[O:25])[CH:20]=[CH:21][C:22]=1[O:15][C:6]1[C:5]2[C:10](=[CH:11][C:12]([O:13][CH3:14])=[C:3]([O:2][CH3:1])[CH:4]=2)[N:9]=[CH:8][CH:7]=1 |f:2.3.4|. Reported procedure: A mixture of 6,7-dimethoxyquinolin-4-ol (1.4 g, 6.8 mmol, 1.0 eq.), 3,4-difluoro-nitrobenzene (1.44 g, 8.84 mmol, 1.3 eq.) and cesium carbonate (3.6 g, 10.9 mmol, 1.6 eq.) in dry DMF (10 mL) was heated for 1 h at 50° C. in a microwave oven. After cooling to RT the mixture was diluted with water and extracted with EtOAc. The combined organic phase was dried over Na2SO4 and evaporated in vacuo. The crude product was purified by flash chromatography on silica gel (DCM/MeOH=100:0 to 5:1) to yield th... Starting materials: N1(CCCCC1)CCCC(=O)O (4-piperidin-1-yl-butyric acid), N,N′-carbonyldiimidazole, C(=O)[O-] (formate), N1C=C(C2=CC=CC=C12)C=1C=C(NN1)N (5-(1H-indol-3-yl)-2H-pyrazol-3-ylamine). Run in ClCCCl (1,2-dichloroethane), ClCCCl (1,2-dichloroethane). Conditions: time 1 hour. The product is N1C=C(C2=CC=CC=C12)C=1C=C(NN1)NC(CCCN1CCCCC1)=O (N-[5-(1H-Indol-3-yl)-2H-pyrazol-3-yl]-4-piperidin-1-yl-butyramide). Isolated yield 45.5%. RXN SMILES: [N:1]1([CH2:7][CH2:8][CH2:9][C:10]([OH:12])=O)[CH2:6][CH2:5][CH2:4][CH2:3][CH2:2]1.[NH:13]1[C:21]2[C:16](=[CH:17][CH:18]=[CH:19][CH:20]=2)[C:15]([C:22]2[CH:23]=[C:24]([NH2:27])[NH:25][N:26]=2)=[CH:14]1.C([O-])=O>ClCCCl>[NH:13]1[C:21]2[C:16](=[CH:17][CH:18]=[CH:19][CH:20]=2)[C:15]([C:22]2[CH:23]=[C:24]([NH:27][C:10](=[O:12])[CH2:9][CH2:8][CH2:7][N:1]3[CH2:2][CH2:3][CH2:4][CH2:5][CH2:6]3)[NH:25][N:26]=2)=[CH:14]1. Procedure: To a suspension of 4-piperidin-1-yl-butyric acid (621.0 mg, 3.0 mmol, 1.5 eq) in 1,2-dichloroethane (6 mL), N,N′-carbonyldiimidazole (453.0 mg, 2.8 mmol, 1.4 eq) was added and the mixture was stirred at room temperature for 1 hour. 5-(1H-indol-3-yl)-2H-pyrazol-3-ylamine (400.0 mg, 2.0 mmol, 1.0 eq) in 1,2-dichloroethane (6 mL) was added; the reaction was stirred at room temperature for 2 days, then 1 day at 70° C., to allow complete migration of the acyl group from the ring nitrogen to the exocy...